Dataset: the Open Reaction Database (ORD), a public repository of structured organic reaction records. Task: describe an organic reaction: reactants, conditions, products, and yield The reagents and catalysts are [Cu]I (copper (I) iodide). Procedure details: 2-Bromo-4-nitro-4'-(N,N-diethylamino)azobenzene (1.9 parts), copper (I) iodide (0.95 parts), anhydrous sodium acetate (1.2 parts), formamide (1.8 parts), acetic anhydride (2.0 parts) and n-butyl acetate (44 parts) are mixed together and heated, with stirring, to 110° C. during 15 minutes. The temperatures is maintained at 110° C. for 31/2 hours when reaction is adjudged complete by thin layer chromatography. The solvent is removed at 80° C. under reduced pressure and the residue is slurried in w... Product: C(#N)C1=C(C=CC(=C1)[N+](=O)[O-])N=NC1=CC=C(C=C1)N(CC)CC (2-Cyano-4-nitro-4'-(N,N-diethylamino)azobenzene). The reactants are BrC1=C(C=CC(=C1)[N+](=O)[O-])N=NC1=CC=C(C=C1)N(CC)CC (2-Bromo-4-nitro-4'-(N,N-diethylamino)azobenzene), C(C)(=O)[O-].[Na+] (sodium acetate), C(=O)N (formamide), C(C)(=O)OC(C)=O (acetic anhydride). RXN SMILES: Br[C:2]1[CH:7]=[C:6]([N+:8]([O-:10])=[O:9])[CH:5]=[CH:4][C:3]=1[N:11]=[N:12][C:13]1[CH:18]=[CH:17][C:16]([N:19]([CH2:22][CH3:23])[CH2:20][CH3:21])=[CH:15][CH:14]=1.C([O-])(=O)C.[Na+].[CH:29]([NH2:31])=O.C(OC(=O)C)(=O)C>[Cu]I.C(OCCCC)(=O)C>[C:29]([C:2]1[CH:7]=[C:6]([N+:8]([O-:10])=[O:9])[CH:5]=[CH:4][C:3]=1[N:11]=[N:12][C:13]1[CH:18]=[CH:17][C:16]([N:19]([CH2:22][CH3:23])[CH2:20][CH3:21])=[CH:15][CH:14]=1)#[N:31] |f:1.2|. The solvent is C(C)(=O)OCCCC (n-butyl acetate). Yield: 75.0%. Reaction conditions: temperature 110 celsius, time 15 minute. Reaction SMILES: [C:1]1([C:7]2[N:8]=[C:9]([C:12]3[CH:17]=[CH:16][CH:15]=[CH:14][C:13]=3[CH3:18])[NH:10][CH:11]=2)[CH:6]=[CH:5][CH:4]=[CH:3][CH:2]=1.[C:19](OC(=O)C)(=[O:21])[CH3:20]>>[C:19]([N:10]1[CH:11]=[C:7]([C:1]2[CH:6]=[CH:5][CH:4]=[CH:3][CH:2]=2)[N:8]=[C:9]1[C:12]1[CH:17]=[CH:16][CH:15]=[CH:14][C:13]=1[CH3:18])(=[O:21])[CH3:20]. The product is C(C)(=O)N1C(=NC(=C1)C1=CC=CC=C1)C1=C(C=CC=C1)C (1-acetyl-4-phenyl-2-(2-methylphenyl)-1H-imidazole). Reported procedure: 0.702 g (0.003 mole) of the compound of Example 26 and 3 ml (0.00317 mole) of acetic anhydride were heated on an oil bath at 95° C. for 2 hours, then the excess of acetic anhydride was distilled under vacuum. The obtained residue was crystallized from tert-butylmethyl ether/light petroleum. Yield 0.69 g (83%) of the title compound M.p. 102°-4° C. Reactants: C1(=CC=CC=C1)C=1N=C(NC1)C1=C(C=CC=C1)C (4-phenyl-2-(2-methylphenyl)-1H-imidazole), C(C)(=O)OC(C)=O (acetic anhydride). Reactants: C(C)C1=CC=C2COC(C2=C1)=O (6-ethyl-3H-isobenzofuran-1-one), C(C)B(CC)CC (triethyl borane), BrC=1C(=C(C(=O)OCC)C(=CC1)CSC1=CC=CC=C1)OC (ethyl 3-bromo-6-(phenylthiomethyl)-2-methoxybenzoate), BrC=1C(=C(C(=O)OCC)C(=CC1)CSC1=CC=CC=C1)OC (ethyl 3-bromo-6-(phenylthiomethyl)-2-methoxybenzoate). Reported procedure: Prepared by proceeding in a similar manner to Intermediate 18, starting from ethyl 3-bromo-6-(phenylthiomethyl)-2-methoxybenzoate (Intermediate 73) and triethyl borane. Product: C1(=CC=CC=C1)SCC1=CC=C(C(=C1C(=O)OCC)OC)CC (Ethyl 6-(phenylthiomethyl)-3-ethyl-2-methoxybenzoate). RXN SMILES: [CH2:1](C1C=C2C(COC2=O)=CC=1)[CH3:2].Br[C:14]1[C:15]([O:33][CH3:34])=[C:16]([C:22]([CH2:25][S:26][C:27]2[CH:32]=[CH:31][CH:30]=[CH:29][CH:28]=2)=[CH:23][CH:24]=1)[C:17]([O:19][CH2:20][CH3:21])=[O:18].C(B(CC)CC)C>>[C:27]1([S:26][CH2:25][C:22]2[C:16]([C:17]([O:19][CH2:20][CH3:21])=[O:18])=[C:15]([O:33][CH3:34])[C:14]([CH2:1][CH3:2])=[CH:24][CH:23]=2)[CH:32]=[CH:31][CH:30]=[CH:29][CH:28]=1. Reactants: ClC=1C=C(C=CC1C#N)N[C@@H](CC(=O)OC(C)(C)C)CN(S(=O)(=O)C1=C(C=CC=C1)[N+](=O)[O-])C (1,1-dimethylethyl (3S)-3-[(3-chloro-4-cyanophenyl)amino]-4-{methyl[(2-nitrophenyl)sulfonyl]amino}butanoate), C1(=CC=CC=C1)S (phenyl hydrosulfide), C(=O)([O-])[O-].[K+].[K+] (K2CO3). Run in CN(C)C=O (DMF), O (H2O). Product: ClC=1C=C(C=CC1C#N)N[C@@H](CC(=O)OC(C)(C)C)CNC (1,1-Dimethylethyl (3S)-3-[(3-chloro-4-cyanophenyl)amino]-4-(methylamino)butanoate). RXN SMILES: [Cl:1][C:2]1[CH:3]=[C:4]([NH:10][C@H:11]([CH2:20][N:21]([CH3:34])S(C2C=CC=CC=2[N+]([O-])=O)(=O)=O)[CH2:12][C:13]([O:15][C:16]([CH3:19])([CH3:18])[CH3:17])=[O:14])[CH:5]=[CH:6][C:7]=1[C:8]#[N:9].C1(S)C=CC=CC=1.C([O-])([O-])=O.[K+].[K+]>CN(C=O)C.O>[Cl:1][C:2]1[CH:3]=[C:4]([NH:10][C@H:11]([CH2:20][NH:21][CH3:34])[CH2:12][C:13]([O:15][C:16]([CH3:19])([CH3:17])[CH3:18])=[O:14])[CH:5]=[CH:6][C:7]=1[C:8]#[N:9] |f:2.3.4|. Procedure: The crude 1,1-dimethylethyl (3S)-3-[(3-chloro-4-cyanophenyl)amino]-4-{methyl[(2-nitrophenyl)sulfonyl]amino}butanoate from the previous step (31.8 g), phenyl hydrosulfide (1.5 equiv., 10.32 g, 94 mmol), and K2CO3 (325 mesh, 3 equiv., 25.9 g, 188 mmol) in DMF (100 mL) were stirred at room temperature for 30 min. The reaction mixture was diluted with H2O (300 mL) and extracted with Et2O (4×). The organic extracts were washed with H2O, and 10% aq. Na2CO3, dried, and concentrated to give the titled p... The reactants are CC1=C(C(=O)O)C=CC=N1 (2-methyl nicotinic acid), C1CCOC1 (THF), C(C1=CC=CC=C1)=O (benzaldehyde), C1CCOC1 (THF), C(C)(C)NC(C)C (di-isopropylamine), C1CCOC1 (THF), C(CCC)[Li] (n-butyl lithium). Reaction conditions: temperature -60 celsius, time 0.75 hour. Product: C1(=CC=CC=C1)C1=CC=C2C(=N1)C(COC2)=O (2-phenyl-8-oxopyrano[4,3-b]pyridine). RXN SMILES: C(NC(C)C)(C)C.[CH2:8]([Li])[CH2:9][CH2:10][CH3:11].C[C:14]1[N:22]=CC=C[C:15]=1[C:16](O)=[O:17].[CH:23](=O)[C:24]1[CH:29]=[CH:28][CH:27]=[CH:26][CH:25]=1.C1C[O:34]CC1>>[C:24]1([C:23]2[N:22]=[C:14]3[C:15](=[O:34])[CH2:16][O:17][CH2:8][C:9]3=[CH:10][CH:11]=2)[CH:29]=[CH:28][CH:27]=[CH:26][CH:25]=1. Procedure: A solution of sieve dried di-isopropylamine (3.24 g, 32 mM) in THF (20 ml) was cooled to -50° C. under argon and treated with n-butyl lithium (1.6M in hexrine, 19.2 ml). A suspension of 2-methyl nicotinic acid (2.0 g, 14.6 mmol) in THF (70 ml) was added slowly by syringe to the reaction mixture. A deep red/purple colour developed. The reaction was stirred for 0.75 hours allowing the temperature to rise to -40° C. The reaction was cooled to -60° C. A solution of benzaldehyde (1.86 g, 17.52 mmol) ... Reactants: ClC1=CC=C(C=C1)S(=O)(=O)NC(C(=O)NCCCCCC(=O)OC)CN1C=NC=C1 ((RS)-2-(4-chlorobenzenesulfonylamino)-N-(5-methoxycarbonylpentyl)-3-(1H-imidazol-1-yl)propanamide), Cl (HCl). Yields the product Cl.C(=O)(O)CCCCCNC(C(CN1C=NC=C1)NS(=O)(=O)C1=CC=C(C=C1)Cl)=O ((RS)-N-(5-carboxypentyl)-2-(4-chlorobenzenesulfonylamino)-3-(1H-imidazol-1-yl)propanamide hydrochloride). Yield: 197.8%. Reaction SMILES: [Cl:1][C:2]1[CH:7]=[CH:6][C:5]([S:8]([NH:11][CH:12]([CH2:25][N:26]2[CH:30]=[CH:29][N:28]=[CH:27]2)[C:13]([NH:15][CH2:16][CH2:17][CH2:18][CH2:19][CH2:20][C:21]([O:23]C)=[O:22])=[O:14])(=[O:10])=[O:9])=[CH:4][CH:3]=1.Cl>>[ClH:1].[C:21]([CH2:20][CH2:19][CH2:18][CH2:17][CH2:16][NH:15][C:13](=[O:14])[CH:12]([NH:11][S:8]([C:5]1[CH:4]=[CH:3][C:2]([Cl:1])=[CH:7][CH:6]=1)(=[O:10])=[O:9])[CH2:25][N:26]1[CH:30]=[CH:29][N:28]=[CH:27]1)([OH:23])=[O:22] |f:2.3|. Procedure: The procedure described in Example 92 was repeated, except that (RS)-2-(4-chlorobenzenesulfonylamino)-N-(5-methoxycarbonylpentyl)-3-(1H-imidazol-1-yl)propanamide (23.9 mg) was hydrolyzed, and then reacted with HCl to obtain (RS)-N-(5-carboxypentyl)-2-(4-chlorobenzenesulfonylamino)-3-(1H-imidazol-1-yl)propanamide hydrochloride (24.8 mg). Starting materials: ClC1=CC(=C(C=N1)C=O)NC1=CC=CC=C1 (6-chloro-4-phenylamino-pyridine-3-carbaldehyde), NC=1C=CC(=C(C1)CC(=O)OC)C (Methyl 2-(5-amino-2-methylphenyl)acetate), C([O-])([O-])=O.[K+].[K+] (potassium carbonate). The solvent is CN(C)C=O (DMF). Conditions: temperature 100 celsius. Yields the product NC=1C=CC(=C(C1)C=1C(N(C2=CC(=NC=C2C1)C)C1=CC=CC=C1)=O)C (3-(5-Amino-2-methyl-phenyl)-7-methyl-1-phenyl-1H-[1,6]naphthyridin-2-one), NC=1C=CC(=C(C1)C=1C(N(C2=CC(=NC=C2C1)Cl)C1=CC=CC=C1)=O)C (3-(5-amino-2-methyl-phenyl)-7-chloro-1-phenyl-1H-[1,6]naphthyridin-2-one). Reaction SMILES: [Cl:1][C:2]1[N:7]=[CH:6][C:5]([CH:8]=O)=[C:4]([NH:10][C:11]2[CH:16]=[CH:15][CH:14]=[CH:13][CH:12]=2)[CH:3]=1.[NH2:17][C:18]1[CH:19]=[CH:20][C:21]([CH3:29])=[C:22]([CH2:24][C:25]([O:27]C)=[O:26])[CH:23]=1.[C:30](=O)([O-])[O-].[K+].[K+]>CN(C=O)C>[NH2:17][C:18]1[CH:19]=[CH:20][C:21]([CH3:29])=[C:22]([C:24]2[C:25](=[O:26])[N:10]([C:11]3[CH:16]=[CH:15][CH:14]=[CH:13][CH:12]=3)[C:4]3[C:5]([CH:8]=2)=[CH:6][N:7]=[C:2]([CH3:30])[CH:3]=3)[CH:23]=1.[NH2:17][C:18]1[CH:19]=[CH:20][C:21]([CH3:29])=[C:22]([C:24]2[C:25](=[O:27])[N:10]([C:11]3[CH:12]=[CH:13][CH:14]=[CH:15][CH:16]=3)[C:4]3[C:5]([CH:8]=2)=[CH:6][N:7]=[C:2]([Cl:1])[CH:3]=3)[CH:23]=1 |f:2.3.4|. Procedure: 6-Chloro-4-phenylamino-pyridine-3-carbaldehyde 18 (21 mg, 0.09 mmol) is mixed with 2-(5-amino-2-methyl-phenyl)acetic acid methyl ester 7 (18 mg, 0.1 mmol) and potassium carbonate (37 mg, 0.27 mmol) in DMF (2 mL). The mixture is heated to 100° C. for 16 h. After cooling to rt and removing solvent in vacuo, the crude product is purified using flash chromatography (hexane:ethyl acetate=1:1). The title compound 3-(5-amino-2-methyl-phenyl)-7-chloro-1-phenyl-1H-[1,6]naphthyridin-2-one 19 is obtained a... Starting materials: FC(C(=O)O)(F)F.FC(C(=O)O)(F)F.ClC=1C=NC=2NC=3C=CC=C(CCC4=C(C=CC(NC1N2)=C4)NC(C[C@H]4CNCCC4)=O)C3 (N-[6-chloro-2,4,8,22-tetraazatetracyclo[14.3.1.1(3,7).1(9,13)]docosa-1(20),3(22),4,6,9(21),10,12,16,18-nonaen-12-yl]-2-[(3S)-piperidin-3-yl]acetamide bis(trifluoroacetate)), C(C)(=O)Cl (acetyl chloride). The product is FC(C(=O)O)(F)F.C(C)(=O)N1C[C@@H](CCC1)CC(=O)NC=1C=CC=2NC3=C(C=NC(NC=4C=CC=C(CCC1C2)C4)=N3)Cl (2-[(3S)-1-Acetylpiperidin-3-yl]-N-[6-chloro-2,4,8,22-tetraazatetracyclo[14.3.1.1(3,7).1(9,13)]docosa-1(20),3(22),4,6,9(21),10,12,16,18-nonaen-12-yl]acetamide trifluoroacetate). The yield is 67.0%. As a reaction SMILES: [F:1][C:2]([F:7])([F:6])[C:3]([OH:5])=[O:4].F[C:9](F)(F)[C:10](O)=[O:11].[Cl:15][C:16]1[CH:17]=[N:18][C:19]2[NH:20][C:21]3[CH:22]=[CH:23][CH:24]=[C:25]([CH:47]=3)[CH2:26][CH2:27][C:28]3[CH:36]=[C:32]([NH:33][C:34]=1[N:35]=2)[CH:31]=[CH:30][C:29]=3[NH:37][C:38](=[O:46])[CH2:39][C@@H:40]1[CH2:45][CH2:44][CH2:43][NH:42][CH2:41]1.C(Cl)(=O)C>>[F:1][C:2]([F:7])([F:6])[C:3]([OH:5])=[O:4].[C:10]([N:42]1[CH2:43][CH2:44][CH2:45][C@@H:40]([CH2:39][C:38]([NH:37][C:29]2[CH:30]=[CH:31][C:32]3[NH:33][C:34]4[N:35]=[C:19]([NH:20][C:21]5[CH:22]=[CH:23][CH:24]=[C:25]([CH:47]=5)[CH2:26][CH2:27][C:28]=2[CH:36]=3)[N:18]=[CH:17][C:16]=4[Cl:15])=[O:46])[CH2:41]1)(=[O:11])[CH3:9] |f:0.1.2,4.5|. Procedure details: The desired compound was prepared according to the procedure of Example D94 using N-[6-chloro-2,4,8,22-tetraazatetracyclo[14.3.1.1(3,7).1(9,13)]docosa-1(20),3(22),4,6,9(21),10,12,16,18-nonaen-12-yl]-2-[(3S)-piperidin-3-yl]acetamide bis(trifluoroacetate) and acetyl chloride as the starting materials in 67% yield. LCMS for C27H30ClN6O2 (M+H)+: m/z=505.1.